Dataset: the Open Reaction Database (ORD), a public repository of structured organic reaction records. Task: describe an organic reaction: reactants, conditions, products, and yield The reactants are O=C(O)CCCBr, c1ccc(P(c2ccccc2)c2ccccc2)cc1, c1ccccc1. Product: [Br-], O=C(O)CCC[P+](c1ccccc1)(c1ccccc1)c1ccccc1. As a reaction SMILES: [Br:20][CH2:21][CH2:22][CH2:23][C:24](=[O:25])[OH:26].[c:1]1([P:7]([c:8]2[cH:9][cH:10][cH:11][cH:12][cH:13]2)[c:14]2[cH:15][cH:16][cH:17][cH:18][cH:19]2)[cH:2][cH:3][cH:4][cH:5][cH:6]1.[cH:27]1[cH:28][cH:29][cH:30][cH:31][cH:32]1>>[Br-:20].[c:1]1([P+:7]([c:8]2[cH:9][cH:10][cH:11][cH:12][cH:13]2)([c:14]2[cH:15][cH:16][cH:17][cH:18][cH:19]2)[CH2:21][CH2:22][CH2:23][C:24](=[O:25])[OH:26])[cH:2][cH:3][cH:4][cH:5][cH:6]1. Reactants: resultant mixture, ice water, N(=O)[N+](=O)[O-] (Nitrogen trioxide), O.NN (hydrazine hydrate), C(C1=CC=CC=C1)=O (benzaldehyde), C[Si](Cl)(C)C (trimethylchlorosilane). Run in O (water), ClCCl (dichloromethane), C(C)N(CC)CC (triethylamine), CCOCC (ether). Reaction conditions: time 2 hour. Product: ON=NN=CC1=CC=CC=C1 (1-hydroxy-3-benzylidenetriazene). Reaction SMILES: O.[NH2:2]N.[CH:4](=O)[C:5]1[CH:10]=[CH:9][CH:8]=[CH:7][CH:6]=1.C[Si](C)(C)Cl.[N:17]([N+:19]([O-])=O)=[O:18]>CCOCC.ClCCl.C(N(CC)CC)C.O>[OH:18][N:17]=[N:19][N:2]=[CH:4][C:5]1[CH:10]=[CH:9][CH:8]=[CH:7][CH:6]=1 |f:0.1|. Procedure: To hydrazine hydrate (50 ml) was added dropwise benzaldehyde (10 ml) under ice-cooling. The mixture was stirred for 2 hours at ambient temperature. After water was added to the mixture, the resultant mixture was extracted with chloroform, dried over anhydrous magnesium sulfate and concentrated under reduced pressure to give a residue, which was dissolved in dry ether. To the solution was added triethylamine (13.80 ml) and then trimethylchlorosilane (12.57 ml). The reaction mixture was stirred fo... Yields the product C(C)NC1=C(C=C(C(=C1)F)F)[N+](=O)[O-] (N-ethyl-4,5-difluoro-2-nitroaniline). Conditions: time 4 hour. The reactants are FC1=C(C=C(C(=C1)[N+](=O)[O-])F)F (1,2,4-trifluoro-5-nitrobenzene), CCN(C(C)C)C(C)C (DIPEA), [Si](C)(C)(C(C)(C)C)OCCN (2-(tert-butyldimethylsilyloxy)ethanamine). The solvent is C(C)#N (acetonitrile). Procedure: To a stirred solution of 1,2,4-trifluoro-5-nitrobenzene (0.5 g, 0.0028 mol) in acetonitrile (5 ml) was added DIPEA (0.98 ml, 0.0056 mol) and 2-(tert-butyldimethylsilyloxy)ethanamine (0.49 g, 0.0028 mol) was added portion wise under cooling condition with constant stirring. The reaction mixture was allowed to stir at room temperature for 4 h. The reaction was concentrated and diluted with water (20 ml) and extracted with ethyl acetate (3×25 ml). The combined organic layers were washed with brine ... RXN SMILES: [F:1][C:2]1[CH:7]=[C:6]([N+:8]([O-:10])=[O:9])[C:5](F)=[CH:4][C:3]=1[F:12].[CH3:13][CH2:14][N:15](C(C)C)C(C)C.[Si](OCCN)(C(C)(C)C)(C)C>C(#N)C>[CH2:14]([NH:15][C:5]1[CH:4]=[C:3]([F:12])[C:2]([F:1])=[CH:7][C:6]=1[N+:8]([O-:10])=[O:9])[CH3:13]. Starting materials: O1C(OCC1)C1=CC=2C(CCC(C2C=C1C(O)C1=CSC=C1)(C)C)(C)C (2-(1,3-dioxolane-2-yl)-3-[(thiophen-3-yl)hydroxymethyl]-5,5,8,8-tetramethyl-5,6,7,8-tetrahydronaphthalene), BrC=1C(=CC=2C(CCC(C2C1)(C)C)(C)C)C1OCCO1 (3-bromo-2-(1,3-dioxolane-2-yl)-5,5,8,8-tetramethyl-5,6,7,8-tetrahydronaphthalene), S1C=C(C=C1)C=O (3-thiophenecarboxaldehyde), O1C(OCC1)C1=CC=2C(CCC(C2C=C1C(O)C=1SC=CC1)(C)C)(C)C (2-(1,3-dioxolane-2-yl)-3-[(thiophene-2-yl)hydroxymethyl)-5,5,8,8-tetramethyl-5,6,7,8-tetrahydronaphthalene). Solvent: ClCCl (dichloromethane), ClCCl (dichloromethane). Run at temperature 0 celsius, time 4 hour. The product is S1C=C(C=C1)C(C=1C=CC=2C(CCC(C2C1)(C)C)(C)C)=O (3-((thiophen-3-yl)oxomethyl)-5,5,8,8-tetramethyl-5,6,7,8-tetrahydronaphthalene). The yield is 33.5%. Reaction SMILES: O1CCOC1[C:6]1[C:15]([CH:16]([C:18]2[CH:22]=[CH:21][S:20][CH:19]=2)[OH:17])=[CH:14][C:13]2[C:12]([CH3:24])([CH3:23])[CH2:11][CH2:10][C:9]([CH3:26])([CH3:25])[C:8]=2[CH:7]=1.BrC1C(C2OCCO2)=CC2C(C)(C)CCC(C)(C)C=2C=1.S1C=CC(C=O)=C1.O1CCOC1C1C(C(C2SC=CC=2)O)=CC2C(C)(C)CCC(C)(C)C=2C=1>ClCCl>[S:20]1[CH:21]=[CH:22][C:18]([C:16](=[O:17])[C:15]2[CH:6]=[CH:7][C:8]3[C:9]([CH3:26])([CH3:25])[CH2:10][CH2:11][C:12]([CH3:23])([CH3:24])[C:13]=3[CH:14]=2)=[CH:19]1. Procedure details: A solution of 2-(1,3-dioxolane-2-yl)-3-[(thiophen-3-yl)hydroxymethyl]-5,5,8,8-tetramethyl-5,6,7,8-tetrahydronaphthalene (1.31 g, 3.86 mmol) [prepared from 3-bromo-2-(1,3-dioxolane-2-yl)-5,5,8,8-tetramethyl-5,6,7,8-tetrahydronaphthalene and 3-thiophenecarboxaldehyde as previously described for the preparation of 2-(1,3-dioxolane-2-yl)-3-[(thiophene-2-yl)hydroxymethyl)-5,5,8,8-tetramethyl-5,6,7,8-tetrahydronaphthalene] in 13 ml of anhydrous dichloromethane was cooled to 0° C. and Des-Martin period... Starting materials: C1=CC=CC=C1 (benzene), ClCCCl (1,2 dichloro ethane), [N+](=O)(O)[O-] (HNO3). The reagents and catalysts are catalyst. Solvent: O (water). Run at temperature 100 celsius, time 8 hour. The product is [N+](=O)([O-])C1=CC=CC=C1 (mono nitro benzene). RXN SMILES: [CH:1]1[CH:6]=[CH:5][CH:4]=[CH:3][CH:2]=1.ClCCCl.[N+:11]([O-])([OH:13])=[O:12]>O>[N+:11]([C:1]1[CH:6]=[CH:5][CH:4]=[CH:3][CH:2]=1)([O-:13])=[O:12]. Procedure details: A 100 mL three-necked reaction flask fitted with reverse dean-stark apparatus was charged with 7.8 g benzene (0.1 mol), 60 mL 1,2 dichloro ethane, and 1.56 g of catalyst as prepared in example 5. The flask was flushed with nitrogen. The reaction mixture was refluxed at 100° C. for 1 h followed by dropwise addition of 6.42 mL (0.1 mol) of 70% HNO3. The water formed during the reaction was removed using reverse dean-stark apparatus. The reaction was carried out for 8 h. The reaction was monitored ...